Task: describe an organic reaction: reactants, conditions, products, and yield. Dataset: the Open Reaction Database (ORD), a public repository of structured organic reaction records Reactants: C1(CC1)NC(C(C(CC1=CC=CC=C1)NC(=O)[C@@H]1N(C(CC1)=O)CC1=C(C=CC=C1)F)O)=O ((2R)—N-(4-(cyclopropylamino)-3-hydroxy-4-oxo-1-phenylbutan-2-yl)-1-(2-fluorobenzyl)-5-oxopyrrolidine-2-carboxamide), O (Water). Reagents/catalysts: Cl (HCl), C(C)OCC (diethylether). Solvent: ClCCl (dichloromethane). Conditions: time 8 hour. Yields the product C1(CC1)NC(C(C(CC1=CC=CC=C1)NC(=O)[C@@H]1N(C(CC1)=O)CC1=C(C=CC=C1)F)=O)=O ((2R)—N-(4-(cyclopropylamino)-3,4-dioxo-1-phenylbutan-2-yl)-1-(2-fluorobenzyl)-5-oxopyrrolidine-2-carboxamide). As a reaction SMILES: [CH:1]1([NH:4][C:5](=[O:33])[CH:6]([OH:32])[CH:7]([NH:15][C:16]([C@H:18]2[CH2:22][CH2:21][C:20](=[O:23])[N:19]2[CH2:24][C:25]2[CH:30]=[CH:29][CH:28]=[CH:27][C:26]=2[F:31])=[O:17])[CH2:8][C:9]2[CH:14]=[CH:13][CH:12]=[CH:11][CH:10]=2)[CH2:3][CH2:2]1.O>ClCCl.Cl.C(OCC)C>[CH:1]1([NH:4][C:5](=[O:33])[C:6](=[O:32])[CH:7]([NH:15][C:16]([C@H:18]2[CH2:22][CH2:21][C:20](=[O:23])[N:19]2[CH2:24][C:25]2[CH:30]=[CH:29][CH:28]=[CH:27][C:26]=2[F:31])=[O:17])[CH2:8][C:9]2[CH:10]=[CH:11][CH:12]=[CH:13][CH:14]=2)[CH2:2][CH2:3]1. Reported procedure: (2R)—N-(4-(cyclopropylamino)-3-hydroxy-4-oxo-1-phenylbutan-2-yl)-1-(2-fluorobenzyl)-5-oxopyrrolidine-2-carboxamide was oxidized in analogy to reaction step 20.4. The reaction mixture was stirred overnight. Water was added, the precipitate formed was filtered, washed with water and dried in vacuo. The residue obtained was redissolved in dichloromethane, a few drops of HCl (4M in dioxane) and a few drops of diethylether were added. The resulting precipitate was filtered, washed with diethylether a... The reactants are I(=O)(=O)C1=C(C(=O)O)C=CC=C1 (2-iodoxybenzoic acid), CS(=O)C (dimethyl sulfoxide), C(C)N1C2=C(N(C(C(C1=O)(C)C)=O)C)C=C(C=C2)CN(CCN2C(C1=C(C=C2)OC(=C1)C)=O)CC=1C(=NC=CC1)CO (1-ethyl-7-((N-((2-(hydroxymethyl)pyridin-3-yl)methyl)-N-(2-(2-methyl-4-oxofuro[3,2-c]pyridin-5(4H)-yl)ethyl)amino)methyl)-3,3,5-trimethyl-1H-benzo[b][1,4]diazepine-2,4(3H,5H)-dione). Solvent: O (Water). Conditions: time 8 hour. Yields the product C(C)N1C2=C(N(C(C(C1=O)(C)C)=O)C)C=C(C=C2)CN(CCN2C(C1=C(C=C2)OC(=C1)C)=O)CC=1C(=NC=CC1)C=O (3-({N-(1-Ethyl-3,3,5-trimethyl-2,4-dioxo-2,3,4,5-tetrahydro-1H-benzo[b][1,4]diazepin-7-ylmethyl)-N-[2-(2-methyl-4-oxo-4H-furo[3,2-c]pyridin-5-yl)ethyl]amino}methyl)pyridine-2-carbaldehyde). The yield is 60.6%. Reaction SMILES: I(C1C=CC=CC=1C(O)=O)(=O)=O.CS(C)=O.[CH2:17]([N:19]1[C:25](=[O:26])[C:24]([CH3:28])([CH3:27])[C:23](=[O:29])[N:22]([CH3:30])[C:21]2[CH:31]=[C:32]([CH2:35][N:36]([CH2:50][C:51]3[C:52]([CH2:57][OH:58])=[N:53][CH:54]=[CH:55][CH:56]=3)[CH2:37][CH2:38][N:39]3[CH:44]=[CH:43][C:42]4[O:45][C:46]([CH3:48])=[CH:47][C:41]=4[C:40]3=[O:49])[CH:33]=[CH:34][C:20]1=2)[CH3:18]>O>[CH2:17]([N:19]1[C:25](=[O:26])[C:24]([CH3:28])([CH3:27])[C:23](=[O:29])[N:22]([CH3:30])[C:21]2[CH:31]=[C:32]([CH2:35][N:36]([CH2:50][C:51]3[C:52]([CH:57]=[O:58])=[N:53][CH:54]=[CH:55][CH:56]=3)[CH2:37][CH2:38][N:39]3[CH:44]=[CH:43][C:42]4[O:45][C:46]([CH3:48])=[CH:47][C:41]=4[C:40]3=[O:49])[CH:33]=[CH:34][C:20]1=2)[CH3:18]. Procedure: 2-iodoxybenzoic acid (IBX, 0.235 g) was added to the dimethyl sulfoxide suspension (10 mL) of 1-ethyl-7-((N-((2-(hydroxymethyl)pyridin-3-yl)methyl)-N-(2-(2-methyl-4-oxofuro[3,2-c]pyridin-5(4H)-yl)ethyl)amino)methyl)-3,3,5-trimethyl-1H-benzo[b][1,4]diazepine-2,4(3H,5H)-dione (0.48 g) and the mixture was stirred overnight at room temperature. Water was added to the resulting mixture and then the mixture was extracted with ethyl acetate twice. The combined organic layer was concentrated under reduc... Starting materials: OC(C)C=1N=C(N(C1C(=O)OCC)CC1=CC=C(C=C1)C1=C(C=CC=C1)C1=NN=NN1)CCC (ethyl 4-(1-hydroxyethyl)-2-propyl-1-{4-[2-(tetrazol-5-yl)phenyl]phenyl}methylimidazole-5-carboxylate), O.[OH-].[Li+] (lithium hydroxide monohydrate). The product is OC(C)C=1N=C(N(C1C(=O)O)CC1=CC=C(C=C1)C1=C(C=CC=C1)C1=NN=NN1)CCC (4-(1-Hydroxyethyl)-2-propyl-1-{4-[2-(tetrazol-5-yl)phenyl]phenyl}methylimidazole-5-carboxylic acid). Yield: 64.9%. Reaction SMILES: [OH:1][CH:2]([C:4]1[N:5]=[C:6]([CH2:32][CH2:33][CH3:34])[N:7]([CH2:14][C:15]2[CH:20]=[CH:19][C:18]([C:21]3[CH:26]=[CH:25][CH:24]=[CH:23][C:22]=3[C:27]3[NH:31][N:30]=[N:29][N:28]=3)=[CH:17][CH:16]=2)[C:8]=1[C:9]([O:11]CC)=[O:10])[CH3:3].O.[OH-].[Li+]>>[OH:1][CH:2]([C:4]1[N:5]=[C:6]([CH2:32][CH2:33][CH3:34])[N:7]([CH2:14][C:15]2[CH:20]=[CH:19][C:18]([C:21]3[CH:26]=[CH:25][CH:24]=[CH:23][C:22]=3[C:27]3[NH:31][N:30]=[N:29][N:28]=3)=[CH:17][CH:16]=2)[C:8]=1[C:9]([OH:11])=[O:10])[CH3:3] |f:1.2.3|. Procedure: Following a procedure similar to that described in Example 36, 0.82 g of ethyl 4-(1-hydroxyethyl)-2-propyl-1-{4-[2-(tetrazol-5-yl)phenyl]phenyl}methylimidazole-5-carboxylate [prepared as described in Example 40(c)] was hydrolyzed using 0.43 g of lithium hydroxide monohydrate, to give 0.50 g of the title compound as a powder, melting at 198°-201° C. Reactants: C1(=CC=CC=C1)[Mg]Br (phenylmagnesium bromide), ClC=1C=C(C=CC1OC)C(/C=C/C(=O)OCC)=O (ethyl (E)-4-(3-chloro-4-methoxyphenyl)-4-oxo-2-butenoate), [Cl-].[NH4+] (ammonium chloride). Solvent: O1CCCC1 (tetrahydrofuran), O1CCCC1 (tetrahydrofuran). Reaction conditions: temperature 10 celsius, time 1 hour. The product is ClC=1C=C(C=CC1OC)C(\C=C\C(=O)C1=CC=CC=C1)=O ((E)-1-(3-chloro-4-methoxyphenyl)-4-phenyl-2-butene-1,4-dione). The yield is 78.0%. RXN SMILES: [Cl:1][C:2]1[CH:3]=[C:4]([C:10](=[O:18])/[CH:11]=[CH:12]/[C:13]([O:15]CC)=O)[CH:5]=[CH:6][C:7]=1[O:8][CH3:9].[C:19]1([Mg]Br)[CH:24]=[CH:23][CH:22]=[CH:21][CH:20]=1.[Cl-].[NH4+]>O1CCCC1>[Cl:1][C:2]1[CH:3]=[C:4]([C:10](=[O:18])/[CH:11]=[CH:12]/[C:13]([C:19]2[CH:24]=[CH:23][CH:22]=[CH:21][CH:20]=2)=[O:15])[CH:5]=[CH:6][C:7]=1[O:8][CH3:9] |f:2.3|. Procedure details: Into a 200 ml four-neck flask were added 10 g (0.038 mol) of ethyl (E)-4-(3-chloro-4-methoxyphenyl)-4-oxo-2-butenoate obtained in Example 3 and 50 ml of tetrahydrofuran under a nitrogen atmosphere, and 22.5 ml (0.045 mol) of a tetrahydrofuran solution of 32% phenylmagnesium bromide was slowly added dropwise so as to maintain inner temperature at 10° C. or lower. Then, after 1 hour of stirring at room temperature, the whole was again cooled and 50 ml of a 5% ammonium chloride aqueous solution was... Starting materials: COC(C=O)OC (2,2-Dimethoxyacetaldehyde), C[C@H](CCCC)N ((R)-hexan-2-amine). The reagents and catalysts are [Pd] (palladium on carbon). The solvent is CO (methanol), CO (methanol). Conditions: time 5 hour. Product: COC(CN[C@H](C)CCCC)OC ((R)—N-(2,2-Dimethoxyethyl)hexan-2-amine). Reaction SMILES: [CH3:1][O:2][CH:3]([O:6][CH3:7])[CH:4]=O.[CH3:8][C@@H:9]([NH2:14])[CH2:10][CH2:11][CH2:12][CH3:13]>CO.[Pd]>[CH3:1][O:2][CH:3]([O:6][CH3:7])[CH2:4][NH:14][C@@H:9]([CH2:10][CH2:11][CH2:12][CH3:13])[CH3:8]. Procedure details: 2,2-Dimethoxyacetaldehyde (7.54 mL) was added to a solution of (R)-hexan-2-amine (5.06 g) in methanol (20 mL) and the mixture stirred at ambient temperature for 5 h. A slurry of 10% palladium on carbon (200 mg) in methanol (5 mL) was added and the mixture hydrogenated at 5 bar for 16 h, then filtered and concentrated in vacuo to afford the sub-titled compound as a colourless liquid (9.22 g). 1H NMR (400 MHz, CDCl3) δ 4.46 (t, J=5.5 Hz, 1H), 3.39 (s, 6H), 2.72 (ddd, J=31.1, 11.9, 5.6 Hz, 2H), 2.6... Solvent: O1CCCC1 (tetrahydrofuran). Product: C(N)(=O)OCC=1N(C(=C(N1)SC1=CC(=CC=C1)Cl)C(C)C)C (2-Carbamoyloxymethyl-4-(3-chlorophenylthio)-5-isopropyl-1-methylimidazole). Reported procedure: In 5 ml of dry tetrahydrofuran was dissolved 200 mg (0.67 mmol)of [4-(3-chlorophenylthio)-5-isopropyl-1-methyl-1H-imidazol-2-yl]methanol (Compound I-38), and 190 mg (1.0 mmol) of trichloroacetylisocyanate was added to the mixture with cooling at -40° C. After 10 minutes, the mixture was warmed to 0° C., and stirred at the same temperature for 10 minutes To the reaction mixture, ice-water was added, and then, the mixture was neutralized with a saturated aqueous sodium hydrogen carbonate solution,... As a reaction SMILES: [Cl:1][C:2]1[CH:3]=[C:4]([S:8][C:9]2[N:10]=[C:11]([CH2:18][OH:19])[N:12]([CH3:17])[C:13]=2[CH:14]([CH3:16])[CH3:15])[CH:5]=[CH:6][CH:7]=1.ClC(Cl)(Cl)[C:22]([N:24]=C=O)=[O:23].C(=O)([O-])O.[Na+]>O1CCCC1>[C:22]([O:19][CH2:18][C:11]1[N:12]([CH3:17])[C:13]([CH:14]([CH3:16])[CH3:15])=[C:9]([S:8][C:4]2[CH:5]=[CH:6][CH:7]=[C:2]([Cl:1])[CH:3]=2)[N:10]=1)(=[O:23])[NH2:24] |f:2.3|. Run at temperature -40 celsius, time 10 minute. The yield is 79.1%. The reactants are ClC=1C=C(C=CC1)SC=1N=C(N(C1C(C)C)C)CO ([4-(3-chlorophenylthio)-5-isopropyl-1-methyl-1H-imidazol-2-yl]methanol), ClC(C(=O)N=C=O)(Cl)Cl (trichloroacetylisocyanate), C(O)([O-])=O.[Na+] (sodium hydrogen carbonate), ice water. Reactants: FC1=C(C=C(C=C1)C(C)=O)[N+](=O)[O-] (1-(4-Fluoro-3-nitrophenyl)ethanone), C(Cl)Cl (CH2Cl2), CO (methanol). Run at temperature 0 celsius, time 8 hour. Product: ClCC(=O)C1=CC(=C(C=C1)F)[N+](=O)[O-] (2-Chloro-1-(4-fluoro-3-nitrophenyl)ethanone). RXN SMILES: [F:1][C:2]1[CH:7]=[CH:6][C:5]([C:8](=[O:10])[CH3:9])=[CH:4][C:3]=1[N+:11]([O-:13])=[O:12].CO.C(Cl)[Cl:17]>>[Cl:17][CH2:9][C:8]([C:5]1[CH:6]=[CH:7][C:2]([F:1])=[C:3]([N+:11]([O-:13])=[O:12])[CH:4]=1)=[O:10]. Reported procedure: 1-(4-Fluoro-3-nitrophenyl)ethanone (18.4249 g; manufactured by Sigma-Aldrich Co.) was dissolved in CH2Cl2 (400 mL), and methanol (3.04 mL) was added thereto. The mixture was purged with nitrogen, and was cooled to 0° C. To this solution, a SO2Cl2—CH2Cl2 Solution [109.32 mL; solution prepared by dissolving SO2Cl2 (9.32 mL; manufactured by Wako Pure Chemical Industries, Ltd.) in CH2Cl2 (100 mL)] was added dropwise over 30 minutes, and the mixture was stirred overnight while the temperature was rai... Product: Cn1ncc(C(=O)O)c1[N+](=O)[O-]. RXN SMILES: [Ag-:16]=[O:17].[CH3:14][OH:15].[CH3:1][n:2]1[n:3][cH:4][c:5]([CH:10]=[O:11])[c:6]1[N+:7](=[O:8])[O-:9].[K+:13].[OH-:12]>>[CH3:1][n:2]1[n:3][cH:4][c:5]([C:10](=[O:11])[OH:12])[c:6]1[N+:7](=[O:8])[O-:9]. The reactants are O=[Ag-], CO, Cn1ncc(C=O)c1[N+](=O)[O-], [K+], [OH-].